The task is: describe an organic reaction: reactants, conditions, products, and yield. This data is from the Open Reaction Database (ORD), a public repository of structured organic reaction records. Starting materials: ClC=1C=C(C=CC1)C1=C2CC(NC2=CC=C1)=O (4-(3-chloro-phenyl)-1,3-dihydro-indol-2-one), C(C)N(CCNC(=O)C1=CNC(=C1C)C=O)CC (5-formyl-4-methyl-1H-pyrrole-3-carboxylic acid (2 diethylamino-ethyl) amide). The reagents and catalysts are N1CCCCC1 (piperidine). Solvent: C(C)O (ethanol). Conditions: time 3 day. Product: C(C)N(CCNC(=O)C1=CNC(=C1C)C=C1C(NC2=CC=CC(=C12)C1=CC(=CC=C1)Cl)=O)CC (5-[4-(3-chloro-phenyl)-2-oxo-1,2-dihydro-indol-3-ylidenemethyl-]-4-methyl-1H-pyrrole-3-carboxylic acid (2-diethylamino-ethyl)amide). The yield is 72.3%. RXN SMILES: [Cl:1][C:2]1[CH:3]=[C:4]([C:8]2[CH:16]=[CH:15][CH:14]=[C:13]3[C:9]=2[CH2:10][C:11](=[O:17])[NH:12]3)[CH:5]=[CH:6][CH:7]=1.[CH2:18]([N:20]([CH2:34][CH3:35])[CH2:21][CH2:22][NH:23][C:24]([C:26]1[C:30]([CH3:31])=[C:29]([CH:32]=O)[NH:28][CH:27]=1)=[O:25])[CH3:19]>C(O)C.N1CCCCC1>[CH2:34]([N:20]([CH2:18][CH3:19])[CH2:21][CH2:22][NH:23][C:24]([C:26]1[C:30]([CH3:31])=[C:29]([CH:32]=[C:10]2[C:9]3[C:13](=[CH:14][CH:15]=[CH:16][C:8]=3[C:4]3[CH:5]=[CH:6][CH:7]=[C:2]([Cl:1])[CH:3]=3)[NH:12][C:11]2=[O:17])[NH:28][CH:27]=1)=[O:25])[CH3:35]. Procedure: To a solution of 4-(3-chloro-phenyl)-1,3-dihydro-indol-2-one (60.9 mg, 0.25 mmol) and 5-formyl-4-methyl-1H-pyrrole-3-carboxylic acid (2 diethylamino-ethyl) amide (65.3 mg, 0.26 mmol) in ethanol (2 mL) was added piperidine (3 drops). The reaction mixture was stirred at room temperature for three days. A yellow solid product was precipitated out, filtered, washed by ethanol for three times, and dried under high vacuum to provide pure product 5-[4-(3-chloro-phenyl)-2-oxo-1,2-dihydro-indol-3-ylidene... Reactants: FC1=C(C(=CC=C1)[N+](=O)[O-])O (2-fluoro-6-nitrophenol), C(=O)[O-].[NH4+] (ammonium formate). Reagents/catalysts: [Pd] (Pd—C). The solvent is CO (MeOH). Conditions: time 0.5 hour. Yields the product NC1=C(C(=CC=C1)F)O (2-amino-6-fluorophenol). Yield: 98.9%. As a reaction SMILES: [F:1][C:2]1[CH:7]=[CH:6][CH:5]=[C:4]([N+:8]([O-])=O)[C:3]=1[OH:11].C([O-])=O.[NH4+]>CO.[Pd]>[NH2:8][C:4]1[CH:5]=[CH:6][CH:7]=[C:2]([F:1])[C:3]=1[OH:11] |f:1.2|. Procedure: In a three neck flask, fitted with a magnetic stirrer, under inert atmosphere, a suspension of 2-fluoro-6-nitrophenol (5 g, 31.83 mmol), ammonium formate (6 g, 95.50 mmol) and Pd—C (10% w/w, 0.34 g, 3.2 mmol) in MeOH (100 ml) is stirred 0.5 h at room temperature. The reaction mixture is filtered through celite and concentrated in vacuo to give 2-amino-6-fluorophenol 1 (4 g) which is used in the next step without any further purification.